Dataset: the Open Reaction Database (ORD), a public repository of structured organic reaction records. Task: describe an organic reaction: reactants, conditions, products, and yield Reactants: CI, CC(C)=O, CC(=O)NC(=S)Nc1c(Cl)cccc1Cl, O. Yields the product CSC(=NC(C)=O)Nc1c(Cl)cccc1Cl. RXN SMILES: [CH3:17][I:18].[CH3:19][C:20](=[O:21])[CH3:22].[Cl:1][c:2]1[c:3]([NH:9][C:10](=[S:11])[NH:12][C:13]([CH3:14])=[O:15])[c:4]([Cl:8])[cH:5][cH:6][cH:7]1.[OH2:16]>>[Cl:1][c:2]1[c:3]([NH:9][C:10]([S:11][CH3:17])=[N:12][C:13]([CH3:14])=[O:15])[c:4]([Cl:8])[cH:5][cH:6][cH:7]1. The reactants are ClC1=C(C=CC(=C1)C(F)(F)F)C#CC(=O)O ((2-chloro-4-trifluoromethylphenyl)propynoic acid), COC1=C(OCCN(CC)CC)C=CC(=C1)N ([2-(2-methoxy-4-aminophenoxy)ethyl]diethylamine). Run in ClCCl.CO (dichloromethane methanol). Product: Cl.COC=1C=C(C=CC1OCCN(CC)CC)NC(C#CC1=C(C=C(C=C1)C(F)(F)F)Cl)=O (3-(2-chloro-4-trifluoromethylphenyl)propynoic acid-[3-methoxy-4-(2-diethylaminoethoxy)phenyl]amide hydrochloride). RXN SMILES: [Cl:1][C:2]1[CH:7]=[C:6]([C:8]([F:11])([F:10])[F:9])[CH:5]=[CH:4][C:3]=1[C:12]#[C:13][C:14]([OH:16])=O.[CH3:17][O:18][C:19]1[CH:32]=[C:31]([NH2:33])[CH:30]=[CH:29][C:20]=1[O:21][CH2:22][CH2:23][N:24]([CH2:27][CH3:28])[CH2:25][CH3:26]>ClCCl.CO>[ClH:1].[CH3:17][O:18][C:19]1[CH:32]=[C:31]([NH:33][C:14](=[O:16])[C:13]#[C:12][C:3]2[CH:4]=[CH:5][C:6]([C:8]([F:9])([F:10])[F:11])=[CH:7][C:2]=2[Cl:1])[CH:30]=[CH:29][C:20]=1[O:21][CH2:22][CH2:23][N:24]([CH2:27][CH3:28])[CH2:25][CH3:26] |f:2.3,4.5|. Procedure details: Prepared analogously to Example 2.3.f. from 75 mg (0.30 mmol) of (2-chloro-4-trifluoromethylphenyl)propynoic acid and 79 mg (0.33 mmol) of [2-(2-methoxy-4-aminophenoxy)ethyl]diethylamine. Yield: 14 mg (10% of theory); C23H24ClF3N2O3 (M=468.90); calc.: molecular ion peak (M+H)+: 469/471; found: molecular ion peak (M+H)+: 469/471; Rf value: 0.35 (silica gel, dichloromethane/methanol (9:1)). The reactants are FC(C(=O)O)(F)F (Trifluoroacetic acid), OC[C@H](C(=O)OC(C)(C)C)[C@@H](CCCCC1=CC=CC=C1)S(=O)(=O)C1=CC=C(C=C1)OC ((±)-t-butyl (2R*,3R*)-2-hydroxymethyl-3-(4-methoxybenzenesulfonyl)-7-phenylheptanoate), CO (MeOH). Run in C(Cl)Cl (CH2Cl2), C(Cl)Cl (CH2Cl2). The product is OCC(C(=O)O)C(CCCCC1=CC=CC=C1)S(=O)(=O)C1=CC=C(C=C1)OC (2-Hydroxymethyl-3-(4-methoxybenzenesulfonyl)-7-phenylheptanoic acid). The yield is 51.4%. As a reaction SMILES: FC(F)(F)C(O)=O.[OH:8][CH2:9][C@@H:10]([C@H:18]([S:29]([C:32]1[CH:37]=[CH:36][C:35]([O:38][CH3:39])=[CH:34][CH:33]=1)(=[O:31])=[O:30])[CH2:19][CH2:20][CH2:21][CH2:22][C:23]1[CH:28]=[CH:27][CH:26]=[CH:25][CH:24]=1)[C:11]([O:13]C(C)(C)C)=[O:12].CO>C(Cl)Cl>[OH:8][CH2:9][CH:10]([CH:18]([S:29]([C:32]1[CH:33]=[CH:34][C:35]([O:38][CH3:39])=[CH:36][CH:37]=1)(=[O:30])=[O:31])[CH2:19][CH2:20][CH2:21][CH2:22][C:23]1[CH:28]=[CH:27][CH:26]=[CH:25][CH:24]=1)[C:11]([OH:13])=[O:12]. Procedure details: Trifluoroacetic acid (5 mL) is added to a solution of (±)-t-butyl (2R*,3R*)-2-hydroxymethyl-3-(4-methoxybenzenesulfonyl)-7-phenylheptanoate (3.1 g, 6.7 mmol) in CH2Cl2 (20 mL). The reaction is monitored by TLC analysis (5% MeOH in CH2Cl2) and before all of the ester is consumed the reaction is concentrated and azeotroped with CHCl3 (3×15 mL). The crude product is purified by column chromatography (silica, 5% MeOH in CH2Cl2) to yield pure (±)-(2R*, 3R*)-2-Hydroxymethyl-3-(4-methoxybenzenesulfonyl... Reactants: O=C([O-])[O-], CC1(C)CCCNC1, CC#N, ClCCCOc1ccc(I)cc1, [I-], [K+], [K+], [Na+]. Yields the product CC1(C)CCCN(CCCOc2ccc(I)cc2)C1. RXN SMILES: [C:23](=[O:24])([O-:25])[O-:26].[CH3:13][C:14]1([CH3:20])[CH2:15][NH:16][CH2:17][CH2:18][CH2:19]1.[CH3:29][C:30]#[N:31].[Cl:1][CH2:2][CH2:3][CH2:4][O:5][c:6]1[cH:7][cH:8][c:9]([I:12])[cH:10][cH:11]1.[I-:22].[K+:27].[K+:28].[Na+:21]>>[CH2:2]([CH2:3][CH2:4][O:5][c:6]1[cH:7][cH:8][c:9]([I:12])[cH:10][cH:11]1)[N:16]1[CH2:15][C:14]([CH3:13])([CH3:20])[CH2:19][CH2:18][CH2:17]1. Yields the product [Cl-], Cc1ccc(-c2cc(C(=O)O)cc(-c3ncccc3F)c2)nc1, [Na+]. The reactants are CO, Cl, COC(=O)c1cc(-c2ccc(C)cn2)cc(-c2ncccc2F)c1, [Na+], [OH-]. Reaction SMILES: [CH3:28][OH:29].[ClH:27].[F:1][c:2]1[c:3](-[c:8]2[cH:9][c:10]([C:11](=[O:12])[O:13][CH3:14])[cH:15][c:16](-[c:18]3[n:19][cH:20][c:21]([CH3:24])[cH:22][cH:23]3)[cH:17]2)[n:4][cH:5][cH:6][cH:7]1.[Na+:26].[OH-:25]>>[Cl-:27].[F:1][c:2]1[c:3](-[c:8]2[cH:9][c:10]([C:11](=[O:12])[OH:13])[cH:15][c:16](-[c:18]3[n:19][cH:20][c:21]([CH3:24])[cH:22][cH:23]3)[cH:17]2)[n:4][cH:5][cH:6][cH:7]1.[Na+:26]. Reactants: ClCCl, CC(C)(C)OC(=O)Nc1ccncc1CC(O)c1cccnc1F, O=C(O)C(F)(F)F. Product: Nc1ccncc1CC(O)c1cccnc1F. RXN SMILES: [CH2:25]([Cl:26])[Cl:27].[F:1][c:2]1[n:3][cH:4][cH:5][cH:6][c:7]1[CH:8]([CH2:9][c:10]1[cH:11][n:12][cH:13][cH:14][c:15]1[NH:16][C:17](=[O:18])[O:19][C:20]([CH3:21])([CH3:22])[CH3:23])[OH:24].[OH:28][C:29]([C:30]([F:31])([F:32])[F:33])=[O:34]>>[F:1][c:2]1[n:3][cH:4][cH:5][cH:6][c:7]1[CH:8]([CH2:9][c:10]1[cH:11][n:12][cH:13][cH:14][c:15]1[NH2:16])[OH:24]. The reactants are [BH4-].[Na+] (sodium borohydride), ClC1=C(C(=O)C=2OC=CC2)C=CC=C1 (2-(2-chlorobenzoyl)furan), [OH-].[Na+] (sodium hydroxide). Solvent: O (water), CO (methanol). Conditions: time 1 hour. Yields the product ClC1=C(C(O)C=2OC=CC2)C=CC=C1 ((±) 2-(2-chloro-α-hydroxybenzyl)furan). Isolated yield 70.3%. Reaction SMILES: [BH4-].[Na+].[Cl:3][C:4]1[CH:16]=[CH:15][CH:14]=[CH:13][C:5]=1[C:6]([C:8]1[O:9][CH:10]=[CH:11][CH:12]=1)=[O:7].[OH-].[Na+]>CO.O>[Cl:3][C:4]1[CH:16]=[CH:15][CH:14]=[CH:13][C:5]=1[CH:6]([C:8]1[O:9][CH:10]=[CH:11][CH:12]=1)[OH:7] |f:0.1,3.4|. Reported procedure: Portions of sodium borohydride (total 15 g.) were added over an hour to a stirred solution of 2-(2-chlorobenzoyl)furan (prepared as hereinbefore described; 100 g.) in methanol (500 ml.) at 10°-25° C. After stirring for 1 hour, the solution was heated briefly to the boiling point and, when effervescence had ceased, sodium hydroxide solution (2N, 100 ml.) was added. The solution was heated at reflux for 30 minutes, diluted with water (1 liter) and extracted with diethyl ether (4 × 150 ml.). The co... Starting materials: COC(=O)[C@@H]1C[C@@H]([C@H](C1)O)N=[N+]=[N-] ((1R,3S,4S)-3-azido-4-hydroxy-cyclopentanecarboxylic acid methyl ester), Ag2O, C(C)I (ethyl iodide). The solvent is C(C)#N.C1CCOC1 (acetonitrile THF). Reaction conditions: temperature 60 celsius, time 18 hour. Product: COC(=O)[C@@H]1C[C@@H]([C@H](C1)OCC)N=[N+]=[N-] ((1R,3S,4S)-3-azido-4-ethoxy-cyclopentanecarboxylic acid methyl ester). Reaction SMILES: [CH3:1][O:2][C:3]([C@H:5]1[CH2:9][C@H:8]([OH:10])[C@@H:7]([N:11]=[N+:12]=[N-:13])[CH2:6]1)=[O:4].[CH2:14](I)[CH3:15]>C(#N)C.C1COCC1>[CH3:1][O:2][C:3]([C@H:5]1[CH2:9][C@H:8]([O:10][CH2:14][CH3:15])[C@@H:7]([N:11]=[N+:12]=[N-:13])[CH2:6]1)=[O:4] |f:2.3|. Procedure: To a stirred solution of (1R,3S,4S)-3-azido-4-hydroxy-cyclopentanecarboxylic acid methyl ester (500 mg) at r.t. in acetonitrile/THF 3:1 (8 ml) under an argon atmosphere were added Ag2O (1.88 g) and ethyl iodide (2.18 ml). The black suspension was stirred for 18 h at 60° C., then cooled to r.t. The black solid was filtered off and washed with ethyl acetate. The filtrate was concentrated. The crude product was purified by column chromatography (silica gel; gradient: cyclohexane→cyclohexane/EtOAc 7... Starting materials: C(C1=CC=CC=C1)ON1C(C(=NC2=CC=C(C=C12)N1C=NC=C1)Cl)=O (4-benzyloxy-2-chloro-6-(1H-imidazol-1-yl)-quinoxalin-3(4H)-one), C(NN)(=O)OCC (ethyl carbazate). The solvent is C(C)#N (acetonitrile). Product: C(C1=CC=CC=C1)ON1C(C(=NC2=CC=C(C=C12)N1C=NC=C1)NNC(=O)OCC)=O (4-Benzyloxy-2-(2-ethoxycarbonylhydrazino)-6-(1H-imidazol-1-yl)-quinoxalin-3(4H)-one). Isolated yield 95.7%. Reaction SMILES: [CH2:1]([O:8][N:9]1[C:18]2[C:13](=[CH:14][CH:15]=[C:16]([N:19]3[CH:23]=[CH:22][N:21]=[CH:20]3)[CH:17]=2)[N:12]=[C:11](Cl)[C:10]1=[O:25])[C:2]1[CH:7]=[CH:6][CH:5]=[CH:4][CH:3]=1.[C:26]([O:30][CH2:31][CH3:32])(=[O:29])[NH:27][NH2:28]>C(#N)C>[CH2:1]([O:8][N:9]1[C:18]2[C:13](=[CH:14][CH:15]=[C:16]([N:19]3[CH:23]=[CH:22][N:21]=[CH:20]3)[CH:17]=2)[N:12]=[C:11]([NH:28][NH:27][C:26]([O:30][CH2:31][CH3:32])=[O:29])[C:10]1=[O:25])[C:2]1[CH:7]=[CH:6][CH:5]=[CH:4][CH:3]=1. Reported procedure: To a solution of 4-benzyloxy-2-chloro-6-(1H-imidazol-1-yl)-quinoxalin-3(4H)-one (9.4 g; ~27.6 mmol) in 500 ml acetonitrile was added ethyl carbazate (28 g; ~270 mmol). The reaction mixture was refluxed overnight. Cooling to room temperature gave the title compound (11.1 g; 99%) as a precipitate. M.p. 197°-199° C. Starting materials: CC(O)CC1(NCc2ccccc2)CCC1, CCO. The product is CC(O)CC1(N)CCC1. As a reaction SMILES: [CH2:1]([c:2]1[cH:3][cH:4][cH:5][cH:6][cH:7]1)[NH:8][C:9]1([CH2:13][CH:14]([CH3:15])[OH:16])[CH2:10][CH2:11][CH2:12]1.[CH3:17][CH2:18][OH:19]>>[NH2:8][C:9]1([CH2:13][CH:14]([CH3:15])[OH:16])[CH2:10][CH2:11][CH2:12]1.